Dataset: the Open Reaction Database (ORD), a public repository of structured organic reaction records. Task: describe an organic reaction: reactants, conditions, products, and yield Starting materials: ClC(Cl)Cl, CC(C)(C)OC(=O)NC1(c2ccc(-c3nc4ccn5c(O)nnc5c4cc3-c3ccccc3)cc2)CC(F)(F)C1, O=C(O)C(F)(F)F. Product: NC1(c2ccc(-c3nc4ccn5c(O)nnc5c4cc3-c3ccccc3)cc2)CC(F)(F)C1. Reaction SMILES: [Cl:48][CH:49]([Cl:50])[Cl:51].[F:1][C:2]1([F:40])[CH2:3][C:4]([c:6]2[cH:7][cH:8][c:9](-[c:12]3[n:13][c:14]4[cH:15][cH:16][n:17]5[c:18]([c:19]4[cH:20][c:21]3-[c:22]3[cH:23][cH:24][cH:25][cH:26][cH:27]3)[n:28][n:29][c:30]5[OH:31])[cH:10][cH:11]2)([NH:32][C:33](=[O:34])[O:35][C:36]([CH3:37])([CH3:38])[CH3:39])[CH2:5]1.[F:41][C:42]([F:43])([F:44])[C:45]([OH:46])=[O:47]>>[F:1][C:2]1([F:40])[CH2:3][C:4]([c:6]2[cH:7][cH:8][c:9](-[c:12]3[n:13][c:14]4[cH:15][cH:16][n:17]5[c:18]([c:19]4[cH:20][c:21]3-[c:22]3[cH:23][cH:24][cH:25][cH:26][cH:27]3)[n:28][n:29][c:30]5[OH:31])[cH:10][cH:11]2)([NH2:32])[CH2:5]1. Reaction SMILES: [Cl:28][CH2:29][Cl:30].[F:1][c:2]1[cH:3][cH:4][c:5](-[c:8]2[n:9][c:10]([CH3:20])[n:11][c:12]([CH3:19])[c:13]2[C:14](=[O:15])[O:16][CH2:17][CH3:18])[cH:6][cH:7]1.[Na+:21].[Na+:22].[O-:23][S:24](=[O:25])(=[O:26])[O-:27]>>[F:1][c:2]1[cH:3][cH:4][c:5](-[c:8]2[n:9][c:10]([CH3:20])[n:11][c:12]([CH3:19])[c:13]2[CH2:14][OH:15])[cH:6][cH:7]1. Reactants: ClCCl, CCOC(=O)c1c(C)nc(C)nc1-c1ccc(F)cc1, [Na+], [Na+], O=S(=O)([O-])[O-]. Yields the product Cc1nc(C)c(CO)c(-c2ccc(F)cc2)n1. Reactants: C(=O)(O)CC(C)(C)NCCCOC1=CC(=C(C=C1)CC=1C(=NNC1C(C)C)O[C@H]1[C@H](OC(C(C)(C)C)=O)[C@@H](OC(C(C)(C)C)=O)[C@H](OC(C(C)(C)C)=O)[C@H](O1)COC(C(C)(C)C)=O)C (4-[(4-{3-[2-carboxy-1,1-di(methyl)ethylamino]propoxy}-2-methylphenyl)methyl]-5-isopropyl-3-(2,3,4,6-tetra-O-pivaloyl-β-D-glucopyranosyloxy)-1H-pyrazole), OCCN1CCNCC1 (1-(2-hydroxyethyl)piperazine), ON1N=NC2=C1C=CC=C2 (1-hydroxybenzotriazole), Cl.C(C)N=C=NCCCN(C)C (1-ethyl-3-(3-dimethylaminopropyl)carbodiimide hydrochloride). Solvent: CN(C=O)C (N,N-dimethylformamide), C(C)N(CC)CC (triethylamine), O (water). Reaction conditions: time 20 hour. The product is [C@@H]1([C@H](O)[C@@H](O)[C@H](O)[C@H](O1)CO)OC1=NNC(=C1CC1=C(C=C(C=C1)OCCCNC(CC(=O)N1CCN(CC1)CCO)(C)C)C)C(C)C (3-(β-D-Glucopyranosyloxy)-4-[(4-{3-[2-{[4-(2-hydroxyethyl)-piperazin-1-yl]carbonyl}-1,1-di(methyl)ethylamino]propoxy}-2-methylphenyl)methyl]-5-isopropyl-1H-pyrazole). Isolated yield 17.3%. As a reaction SMILES: [C:1]([CH2:4][C:5]([NH:8][CH2:9][CH2:10][CH2:11][O:12][C:13]1[CH:18]=[CH:17][C:16]([CH2:19][C:20]2[C:21]([O:28][C@@H:29]3[O:55][C@H:54]([CH2:56][O:57]C(=O)C(C)(C)C)[C@@H:46]([O:47]C(=O)C(C)(C)C)[C@H:38]([O:39]C(=O)C(C)(C)C)[C@H:30]3[O:31]C(=O)C(C)(C)C)=[N:22][NH:23][C:24]=2[CH:25]([CH3:27])[CH3:26])=[C:15]([CH3:64])[CH:14]=1)([CH3:7])[CH3:6])(O)=[O:2].[OH:65][CH2:66][CH2:67][N:68]1[CH2:73][CH2:72][NH:71][CH2:70][CH2:69]1.ON1C2C=CC=CC=2N=N1.Cl.C(N=C=NCCCN(C)C)C>CN(C)C=O.O.C(N(CC)CC)C>[C@@H:29]1([O:28][C:21]2[C:20]([CH2:19][C:16]3[CH:17]=[CH:18][C:13]([O:12][CH2:11][CH2:10][CH2:9][NH:8][C:5]([CH3:7])([CH3:6])[CH2:4][C:1]([N:71]4[CH2:72][CH2:73][N:68]([CH2:67][CH2:66][OH:65])[CH2:69][CH2:70]4)=[O:2])=[CH:14][C:15]=3[CH3:64])=[C:24]([CH:25]([CH3:27])[CH3:26])[NH:23][N:22]=2)[O:55][C@H:54]([CH2:56][OH:57])[C@@H:46]([OH:47])[C@H:38]([OH:39])[C@H:30]1[OH:31] |f:3.4|. Procedure: A mixture of 4-{[4-(3-chloropropoxy)-2-methylphenyl]-methyl}-5-isopropyl-3-(2,3,4,6-tetra-O-pivaloyl-β-D-glucopyranosyloxy)-1H-pyrazole (1 g) and sodium iodide (0.27 g) in acetonitrile (5 mL) was heated for reflux for 10 hours. After cooling to 60° C., to the reaction mixture was added a solution of benzyl 3-amino-3-methylbutyrate (0.31 g) in 2-propanol (5 mL), and the mixture was stirred at 55° C. for 6 days. The reaction mixture was concentrated under reduced pressure, and the residue was diss...